This data is from the Open Reaction Database (ORD), a public repository of structured organic reaction records. The task is: describe an organic reaction: reactants, conditions, products, and yield Reactants: N-isopropyl ethyl glycinate, O.C1(=CC=C(C=C1)S(=O)(=O)O)C (p-toluenesulfonic acid monohydrate), C(C1=CC=CC=C1)O (Benzyl alcohol), C1=CC=CC=C1 (benzene). Solvent: CCOCC (ether). Conditions: time 8 hour. The product is CC=1C=CC(=CC1)S(=O)(=O)O (p-toluenesulfonate). Yield: 203.5%. RXN SMILES: O.[C:2]1([CH3:12])[CH:7]=[CH:6][C:5]([S:8]([OH:11])(=[O:10])=[O:9])=[CH:4][CH:3]=1.C(O)C1C=CC=CC=1.C1C=CC=CC=1>CCOCC>[CH3:12][C:2]1[CH:7]=[CH:6][C:5]([S:8]([OH:11])(=[O:10])=[O:9])=[CH:4][CH:3]=1 |f:0.1|. Procedure details: N-isopropyl ethyl glycinate (22.9 g, 0.158 mole) and 33.1 g of p-toluenesulfonic acid monohydrate (0.174 mole) were placed in a reaction vessel filtered with a reflux condenser and a Dean-Stark apparatus. Benzyl alcohol (158 ml, 1.53 mole) and 158 ml of benzene (1.77 mole) were added, and the reaction mixture was refluxed for 24 hours. The reaction mixture was cooled to room temperature, and ~800 ml of ether was added. After stirring at -30° C. overnight, the reaction mixture was filtered and th... Starting materials: O=C([O-])[O-], CCOC(C)=O, COC(=O)CCCl, [Cs+], [Cs+], Ic1cn[nH]c1, CN(C)C=O. The product is COC(=O)CCn1cc(I)cn1. Reaction SMILES: [C:7](=[O:8])([O-:9])[O-:10].[CH3:25][CH2:26][O:27][C:28]([CH3:29])=[O:30].[Cl:18][CH2:19][CH2:20][C:21](=[O:22])[O:23][CH3:24].[Cs+:11].[Cs+:12].[I:1][c:2]1[cH:3][n:4][nH:5][cH:6]1.[O:13]=[CH:14][N:15]([CH3:16])[CH3:17]>>[I:1][c:2]1[cH:3][n:4]([CH2:19][CH2:20][C:21](=[O:22])[O:23][CH3:24])[n:5][cH:6]1. Starting materials: CC(C)CC(OC(c1ccccc1)c1ccc(Br)cc1)C(=O)O, CC(=O)O, CO, CCOCC, C=[N+]=[N-]. Product: COC(=O)C(CC(C)C)OC(c1ccccc1)c1ccc(Br)cc1. As a reaction SMILES: [Br:1][c:2]1[cH:3][cH:4][c:5]([CH:8]([O:9][CH:10]([C:11](=[O:12])[OH:13])[CH2:14][CH:15]([CH3:16])[CH3:17])[c:18]2[cH:19][cH:20][cH:21][cH:22][cH:23]2)[cH:6][cH:7]1.[CH3:27][C:28](=[O:29])[OH:30].[CH3:31][OH:32].[CH3:33][CH2:34][O:35][CH2:36][CH3:37].[N+:24](=[N-:25])=[CH2:26]>>[Br:1][c:2]1[cH:3][cH:4][c:5]([CH:8]([O:9][CH:10]([C:11]([O:12][CH3:26])=[O:13])[CH2:14][CH:15]([CH3:16])[CH3:17])[c:18]2[cH:19][cH:20][cH:21][cH:22][cH:23]2)[cH:6][cH:7]1. The reactants are C(C1=CC=CC=C1)OC(C(C(=O)OC)OC1=NC(=CC(=N1)OC)OC)(C)C1=CC=CC=C1 (Methyl 3-benzyloxy-3-phenyl-2-(4,6-dimethoxypyrimidin-2-yloxy)butyrate), [OH-].[Na+] (NaOH). Run in CO (methanol), O1CCCC1 (tetrahydrofuran). Conditions: time 12 hour. Product: C(C1=CC=CC=C1)OC(C(C(=O)O)OC1=NC(=CC(=N1)OC)OC)(C)C1=CC=CC=C1 (3-Benzyloxy-3-phenyl-2-(4,6-dimethoxypyrimidin-2-yloxy)butyric acid). As a reaction SMILES: [CH2:1]([O:8][C:9]([C:27]1[CH:32]=[CH:31][CH:30]=[CH:29][CH:28]=1)([CH3:26])[CH:10]([O:15][C:16]1[N:21]=[C:20]([O:22][CH3:23])[CH:19]=[C:18]([O:24][CH3:25])[N:17]=1)[C:11]([O:13]C)=[O:12])[C:2]1[CH:7]=[CH:6][CH:5]=[CH:4][CH:3]=1.[OH-].[Na+]>CO.O1CCCC1>[CH2:1]([O:8][C:9]([C:27]1[CH:32]=[CH:31][CH:30]=[CH:29][CH:28]=1)([CH3:26])[CH:10]([O:15][C:16]1[N:21]=[C:20]([O:22][CH3:23])[CH:19]=[C:18]([O:24][CH3:25])[N:17]=1)[C:11]([OH:13])=[O:12])[C:2]1[CH:7]=[CH:6][CH:5]=[CH:4][CH:3]=1 |f:1.2|. Procedure: 1.4 g (3 mmol) of methyl 3-benzyloxy-3-phenyl-2-(4,6-dimethoxypyrimidin-2-yloxy)butyrate (Example 3) are dissolved in 20 ml of methanol and 20 ml of tetrahydrofuran, and 3.7 g of 10% strength NaOH solution are added. Stirring is carried out for 6 hours at 60° C. and for 12 hours at room temperature, the solvent is distilled off under reduced pressure and the residue is taken up in 100 ml of water. Extraction is now carried out with ethyl acetate to remove unconverted ester. The aqueous phase is ... Starting materials: C(=O)C1=CC=C(NC=2N=C3C(=NC2)N(C=C3C(=O)NC(C)C)COCC[Si](C)(C)C)C=C1 (2-(4-formylanilino)-N-isopropyl-5-(2-trimethylsilylethoxymethyl)-pyrrolo[2,3-b]pyrazine-7-carboxamide), O1CCN(CC1)C(CC#N)=O (3-morpholino-3-oxopropanenitrile), N1CCCCC1 (piperdine). Solvent: C(Cl)Cl (CH2Cl2). Conditions: time 8 hour. The product is C(#N)C(=CC1=CC=C(NC=2N=C3C(=NC2)N(C=C3C(=O)NC(C)C)COCC[Si](C)(C)C)C=C1)C(=O)N1CCOCC1 (2-[4-(2-cyano-3-morpholino-3-oxo-prop-1-enyl)anilino]-N-isopropyl-5-(2-trimethylsilylethoxymethyl)pyrrolo[2,3-b]pyrazine-7-carboxamide). Yield: 92.5%. As a reaction SMILES: [CH:1]([C:3]1[CH:32]=[CH:31][C:6]([NH:7][C:8]2[N:9]=[C:10]3[C:16]([C:17]([NH:19][CH:20]([CH3:22])[CH3:21])=[O:18])=[CH:15][N:14]([CH2:23][O:24][CH2:25][CH2:26][Si:27]([CH3:30])([CH3:29])[CH3:28])[C:11]3=[N:12][CH:13]=2)=[CH:5][CH:4]=1)=O.[O:33]1[CH2:38][CH2:37][N:36]([C:39](=[O:43])[CH2:40][C:41]#[N:42])[CH2:35][CH2:34]1.N1CCCCC1>C(Cl)Cl>[C:41]([C:40]([C:39]([N:36]1[CH2:35][CH2:34][O:33][CH2:38][CH2:37]1)=[O:43])=[CH:1][C:3]1[CH:32]=[CH:31][C:6]([NH:7][C:8]2[N:9]=[C:10]3[C:16]([C:17]([NH:19][CH:20]([CH3:22])[CH3:21])=[O:18])=[CH:15][N:14]([CH2:23][O:24][CH2:25][CH2:26][Si:27]([CH3:28])([CH3:30])[CH3:29])[C:11]3=[N:12][CH:13]=2)=[CH:5][CH:4]=1)#[N:42]. Procedure: To a 20 ml vial 2-(4-formylanilino)-N-isopropyl-5-(2-trimethylsilylethoxymethyl)-pyrrolo[2,3-b]pyrazine-7-carboxamide (50 mg, 0.11 mmol), 3-morpholino-3-oxopropanenitrile (33.99 mg, 0.22 mmol) and piperdine (0.02 ml, 0.22 mmol) were mixed and stirred overnight. The residues was dissolved in minimum CH2Cl2, loaded on silica gel column, and eluted with EtOAc:hexane, 0, 50, 80, 100% to get 60 mg of 2-[4-(2-cyano-3-morpholino-3-oxo-prop-1-enyl)anilino]-N-isopropyl-5-(2-trimethylsilylethoxymethyl)pyr... Reactants: CN(C=O)C (N,N-dimethylformamide), O (Water), solution, O1C(CCCC1)OCC=1N=C(SC1)C1=CC(=CC=C1)C(F)(F)F (4-[(tetrahydro-2H-pyran-2-yloxy)methyl]-2-[3-(trifluoromethyl)phenyl]-1,3-thiazole), C(CCC)[Li] (n-butyllithium). The solvent is O1CCCC1 (tetrahydrofuran). Conditions: time 1 hour. Yields the product O1C(CCCC1)OCC=1N=C(SC1C=O)C1=CC(=CC=C1)C(F)(F)F (4-[(tetrahydro-2H-pyran-2-yloxy)methyl]-2-[3-(trifluoromethyl)phenyl]-1,3-thiazole-5-carbaldehyde). Yield: 64.4%. RXN SMILES: [O:1]1[CH2:6][CH2:5][CH2:4][CH2:3][CH:2]1[O:7][CH2:8][C:9]1[N:10]=[C:11]([C:14]2[CH:19]=[CH:18][CH:17]=[C:16]([C:20]([F:23])([F:22])[F:21])[CH:15]=2)[S:12][CH:13]=1.C([Li])CCC.CN(C)[CH:31]=[O:32].O>O1CCCC1>[O:1]1[CH2:6][CH2:5][CH2:4][CH2:3][CH:2]1[O:7][CH2:8][C:9]1[N:10]=[C:11]([C:14]2[CH:19]=[CH:18][CH:17]=[C:16]([C:20]([F:23])([F:21])[F:22])[CH:15]=2)[S:12][C:13]=1[CH:31]=[O:32]. Procedure: Under a nitrogen atmosphere at −78° C., to a solution (100 mL) of the compound (8.0 g, 23 mmol) obtained in Example 89a in tetrahydrofuran was added n-butyllithium (1.6M hexane solution, 18 mL, 28 mmol), and the mixture was stirred at the same temperature for 1 hr. Anhydrous N,N-dimethylformamide (2.3 mL, 30 mmol) was added to the reaction mixture, and the mixture was stirred at −78° C. for 3 hr. Water was added to the reaction mixture, and the mixture was extracted with ethyl acetate. The obtai...